Dataset: the Open Reaction Database (ORD), a public repository of structured organic reaction records. Task: describe an organic reaction: reactants, conditions, products, and yield Procedure details: Stir a mixture of (4,5,6,7-tetrahydro-1H-indazol-4-yl)-carbamic acid benzyl ester (3.5 g) methanol (50 mL) and palladium on carbon (10%, 0.7 g) on a hydrogenation parr shaker under 50 psi for 3 hours. Remove the reaction from parr shaker and filter the mixture through celite. Concentrate the filtrate to afford 1.7 g of the title compound. The reactants are C(C1=CC=CC=C1)OC(NC1C=2C=NNC2CCC1)=O ((4,5,6,7-tetrahydro-1H-indazol-4-yl)-carbamic acid benzyl ester). The reagents and catalysts are [Pd] (palladium on carbon). Isolated yield 96.1%. The product is N1N=CC=2C(CCCC12)N (4,5,6,7-Tetrahydro-1H-indazol-4-ylamine). As a reaction SMILES: C(OC(=O)[NH:10][CH:11]1[CH2:19][CH2:18][CH2:17][C:16]2[NH:15][N:14]=[CH:13][C:12]1=2)C1C=CC=CC=1>[Pd]>[NH:15]1[C:16]2[CH2:17][CH2:18][CH2:19][CH:11]([NH2:10])[C:12]=2[CH:13]=[N:14]1. Starting materials: CN(C)C=O, O=c1c2c(oc3cc(O)ccc13)C(=Cc1ccccc1)CC2, ClCCN1CCOCC1, [K+], [K+], O=C([O-])[O-], O. Yields the product O=c1c2c(oc3cc(OCCN4CCOCC4)ccc13)C(=Cc1ccccc1)CC2. RXN SMILES: [CH3:38][N:39]([CH3:40])[CH:41]=[O:42].[CH:1]([c:2]1[cH:3][cH:4][cH:5][cH:6][cH:7]1)=[C:8]1[CH2:9][CH2:10][c:11]2[c:12]1[o:13][c:14]1[c:15]([c:16]2=[O:17])[cH:18][cH:19][c:20]([OH:22])[cH:21]1.[Cl:23][CH2:24][CH2:25][N:26]1[CH2:27][CH2:28][O:29][CH2:30][CH2:31]1.[K+:32].[K+:33].[O-:34][C:35]([O-:36])=[O:37].[OH2:43]>>[CH:1]([c:2]1[cH:3][cH:4][cH:5][cH:6][cH:7]1)=[C:8]1[CH2:9][CH2:10][c:11]2[c:12]1[o:13][c:14]1[c:15]([c:16]2=[O:17])[cH:18][cH:19][c:20]([O:22][CH2:24][CH2:25][N:26]2[CH2:27][CH2:28][O:29][CH2:30][CH2:31]2)[cH:21]1. The reactants are NC1=C2C(C(NC2=CC=C1)=O)(C)CC(=O)OCC ((±)-ethyl (4-amino-3-methyl-2-oxo-2,3-dihydro-1H-indol-3-yl)acetate). The solvent is CC(=O)O (AcOH), xylenes. Product: CC12CC(NC=3C=CC=C(C13)NC2=O)=O (2a-Methyl-2a,5-dihydropyrrolo[4,3,2-de]quinoline-2,4(1H,3H)-dione). Reaction SMILES: [NH2:1][C:2]1[CH:10]=[CH:9][CH:8]=[C:7]2[C:3]=1[C:4]([CH2:13][C:14]([O:16]CC)=O)([CH3:12])[C:5](=[O:11])[NH:6]2>CC(O)=O>[CH3:12][C:4]12[C:5](=[O:11])[NH:6][C:7]3[C:3]1=[C:2]([CH:10]=[CH:9][CH:8]=3)[NH:1][C:14](=[O:16])[CH2:13]2. Reported procedure: A mixture of (±)-ethyl (4-amino-3-methyl-2-oxo-2,3-dihydro-1H-indol-3-yl)acetate from Step C (2.37 g, 9.56 mmol) and AcOH (1 mL) was heated in xylenes (10 mL) at reflux for 24 h, then concentrated to dryness under reduced pressure. The crude product was partially purified by silica gel chromatography, eluting with a gradient of CH2Cl2:MeOH:NH4H—100:0:0 to 90:9:1, to give a crude sample of the title compound. Further purification by silica gel chromatography, eluting with a gradient of CH2Cl2:EtO...